This data is from the Open Reaction Database (ORD), a public repository of structured organic reaction records. The task is: describe an organic reaction: reactants, conditions, products, and yield Reactants: Cl.Cl.COC1=CC=C(C=C1)N1CCNCC1 (1-(4-methoxyphenyl)piperazine dihydrochloride), C1(=CC=CC=C1)CCC(=O)Cl (3-phenylpropionyl chloride), C(CC(C)C)(=O)Cl (isovaleryl chloride), FC1=C(C=C(C(=C1)OC)F)N1CCNCC1 (1-(2,5-difluoro-4-methoxyphenyl)-piperazine). Yields the product FC1=C(C=C(C(=C1)OC)F)N1CCN(CC1)C(CCC1=CC=CC=C1)=O (4-(2,5-difluoro-4-methoxyphenyl)-1-(3-phenylpropanoyl)piperazine). RXN SMILES: Cl.Cl.COC1C=CC(N2CCNCC2)=CC=1.C(Cl)(=O)CC(C)C.[F:24][C:25]1[CH:30]=[C:29]([O:31][CH3:32])[C:28]([F:33])=[CH:27][C:26]=1[N:34]1[CH2:39][CH2:38][NH:37][CH2:36][CH2:35]1.[C:40]1([CH2:46][CH2:47][C:48](Cl)=[O:49])[CH:45]=[CH:44][CH:43]=[CH:42][CH:41]=1>>[F:24][C:25]1[CH:30]=[C:29]([O:31][CH3:32])[C:28]([F:33])=[CH:27][C:26]=1[N:34]1[CH2:39][CH2:38][N:37]([C:48](=[O:49])[CH2:47][CH2:46][C:40]2[CH:45]=[CH:44][CH:43]=[CH:42][CH:41]=2)[CH2:36][CH2:35]1 |f:0.1.2|. Procedure: Production Example 3 was repeated except that 1-(4-methoxyphenyl)piperazine dihydrochloride and isovaleryl chloride were replaced with 1-(2,5-difluoro-4-methoxyphenyl)-piperazine (228 mg) and 3-phenylpropionyl chloride (178 μL), respectively, to provide crude 4-(2,5-difluoro-4-methoxyphenyl)-1-(3-phenylpropanoyl)piperazine (348 mg). Reactants: B1(OC(C(O1)(C)C)(C)C)B2OC(C(O2)(C)C)(C)C (bis(pinacolato)diboron), BrC1=CC(=CC=C1)Cl (1-bromo-3-chlorobenzene), OOS(=O)[O-].[K+] (oxone). The reagents and catalysts are C[OH2+].C[OH2+].C1/C=C\CC/C=C\C1.C1/C=C\CC/C=C\C1.[Ir].[Ir] ((1,5-cyclooctadiene)(methoxy)-iridium(I) dimer). The solvent is hexanes, O (water), C(Cl)Cl (DCM). Reaction conditions: time 18 hour. Yields the product BrC=1C=C(C=C(C1)Cl)O (3-Bromo-5-chloro-phenol). Isolated yield 134.9%. As a reaction SMILES: B1(B2OC(C)(C)C(C)(C)O2)OC(C)(C)C(C)(C)[O:2]1.[Br:19][C:20]1[CH:25]=[CH:24][CH:23]=[C:22]([Cl:26])[CH:21]=1.OOS([O-])=O.[K+]>O.C(Cl)Cl.C[OH2+].C[OH2+].C1CC=CCCC=C1.C1CC=CCCC=C1.[Ir].[Ir]>[Br:19][C:20]1[CH:25]=[C:24]([OH:2])[CH:23]=[C:22]([Cl:26])[CH:21]=1 |f:2.3,6.7.8.9.10.11|. Reported procedure: A flask containing (1,5-cyclooctadiene)(methoxy)-iridium(I) dimer (84 mg, 0.13 mmol), 4,4′-di-tert butyl-2-2′-dipyridyl (69 mg, 0.26 mmol) and bis(pinacolato)diboron (1.29 g, 5.11 mmol) was purged with Ar, then hexanes (26 mL) and 1-bromo-3-chlorobenzene (1 mL, 8.51 mmol) were added sequentially. The solution was stirred at RT for 18 h. The reaction mixture was concentrated in vacuo, re-dissolved in acetone (26 mL), then oxone (5.23 g, 8.51 mmol) in water (26 mL) added [Caution: exotherm observe... Run at time 2.5 hour. As a reaction SMILES: [CH3:1][C:2]1([CH2:18][CH2:19][CH2:20][CH2:21][CH2:22][CH3:23])[CH:11]=[C:10]([CH2:12][CH2:13][CH2:14][CH2:15][CH2:16][CH3:17])[C:9]2[C:4](=[CH:5][CH:6]=[CH:7][CH:8]=2)[NH:3]1.[H][H]>[Rh]>[CH3:1][C:2]1([CH2:18][CH2:19][CH2:20][CH2:21][CH2:22][CH3:23])[CH2:11][CH:10]([CH2:12][CH2:13][CH2:14][CH2:15][CH2:16][CH3:17])[CH:9]2[CH:4]([CH2:5][CH2:6][CH2:7][CH2:8]2)[NH:3]1. Starting materials: CC1(NC2=CC=CC=C2C(=C1)CCCCCC)CCCCCC (2-methyl-2,4-dihexyl-1,2-dihydroquinoline), [H][H] (hydrogen). The reagents and catalysts are [Rh] (rhodium). Product: CC1(NC2CCCCC2C(C1)CCCCCC)CCCCCC (2-methyl-2,4-dihexyldecahydroquinoline). Procedure details: Following the procedure given in the preceding example, 65 grams of 2-methyl-2,4-dihexyl-1,2-dihydroquinoline was reacted with hydrogen in the presence of 2 grams of rhodium at 5% by weight on charcoal, at a temperature of 200° C. and a pressure of 1000 psig for 2.5 hours, to yield 2-methyl-2,4-dihexyldecahydroquinoline of 94% purity (as determined by vapor pressure chromotography). The product has a boiling point of 170° C. at 1 mm of Hg and has an NMR spectra consistent with the desired struct... Reactants: CCOC(C)=O, Cl, [I-], [Li+], COC(=O)C(C(C)C)N(C)S(=O)(=O)c1ccc(-c2ccc(NC(=O)c3cc4ccccc4o3)cc2)cc1. The product is CC(C)C(C(=O)O)N(C)S(=O)(=O)c1ccc(-c2ccc(NC(=O)c3cc4ccccc4o3)cc2)cc1. Reaction SMILES: [CH3:40][CH2:41][O:42][C:43](=[O:44])[CH3:45].[ClH:46].[I-:38].[Li+:39].[o:1]1[c:2]([C:10](=[O:11])[NH:12][c:13]2[cH:14][cH:15][c:16](-[c:19]3[cH:20][cH:21][c:22]([S:25](=[O:26])(=[O:27])[N:28]([CH:29]([CH:30]([CH3:31])[CH3:32])[C:33](=[O:34])[O:35][CH3:36])[CH3:37])[cH:23][cH:24]3)[cH:17][cH:18]2)[cH:3][c:4]2[c:5]1[cH:6][cH:7][cH:8][cH:9]2>>[o:1]1[c:2]([C:10](=[O:11])[NH:12][c:13]2[cH:14][cH:15][c:16](-[c:19]3[cH:20][cH:21][c:22]([S:25](=[O:26])(=[O:27])[N:28]([CH:29]([CH:30]([CH3:31])[CH3:32])[C:33](=[O:34])[OH:35])[CH3:37])[cH:23][cH:24]3)[cH:17][cH:18]2)[cH:3][c:4]2[c:5]1[cH:6][cH:7][cH:8][cH:9]2. Starting materials: O (Water), C(C)(=O)OCC (ethyl acetate), N([C@@H](CC1=CC=CC=C1)C(=O)O)C(=O)OCC1=CC=CC=C1 (Z-Phe-OH), N([C@@H](C(C)C)C(=O)N([C@@H](CC1=CC(=C(C=C1)O)C(C)(C)C)C(=O)N)C)C (N-Me-Val-N-Me-Tyr(3-tBu)-NH2). Solvent: C1CCOC1 (THF), ClC(=O)OCC(C)C (isobutyl chloroformate), CN1CCOCC1 (NMM), C1CCOC1 (THF). Run at time 15 minute. The product is N([C@@H](CC1=CC=CC=C1)C(=O)N([C@@H](C(C)C)C(=O)N([C@@H](CC1=CC(=C(C=C1)O)C(C)(C)C)C(=O)N)C)C)C(=O)OCC1=CC=CC=C1 (Z-Phe-N-Me-Val-N-Me-Tyr(3-tBu)-NH2). RXN SMILES: [NH:1]([C:13]([O:15][CH2:16][C:17]1[CH:22]=[CH:21][CH:20]=[CH:19][CH:18]=1)=[O:14])[C@H:2]([C:10]([OH:12])=O)[CH2:3][C:4]1[CH:9]=[CH:8][CH:7]=[CH:6][CH:5]=1.[NH:23]([CH3:48])[C@H:24]([C:28]([N:30]([CH3:47])[C@H:31]([C:44]([NH2:46])=[O:45])[CH2:32][C:33]1[CH:38]=[CH:37][C:36]([OH:39])=[C:35]([C:40]([CH3:43])([CH3:42])[CH3:41])[CH:34]=1)=[O:29])[CH:25]([CH3:27])[CH3:26].O.C(OCC)(=O)C>C1COCC1.ClC(OCC(C)C)=O.CN1CCOCC1>[NH:1]([C:13]([O:15][CH2:16][C:17]1[CH:22]=[CH:21][CH:20]=[CH:19][CH:18]=1)=[O:14])[C@H:2]([C:10]([N:23]([CH3:48])[C@H:24]([C:28]([N:30]([CH3:47])[C@H:31]([C:44]([NH2:46])=[O:45])[CH2:32][C:33]1[CH:38]=[CH:37][C:36]([OH:39])=[C:35]([C:40]([CH3:43])([CH3:41])[CH3:42])[CH:34]=1)=[O:29])[CH:25]([CH3:27])[CH3:26])=[O:12])[CH2:3][C:4]1[CH:5]=[CH:6][CH:7]=[CH:8][CH:9]=1. Reported procedure: To a solution of Z-Phe-OH (742 mg) in THF (3 ml), isobutyl chloroformate (0.32 ml) and NMM (0.27 ml) were added under cooling with ice and the mixture was stirred for 15 minutes. Subsequently, a solution of N-Me-Val-N-Me-Tyr(3-tBu)-NH2 (600 mg) in THF (3 ml) was added and the mixture was stirred at room temperature for 10 hours. Water was added to the reaction mixture and extraction was effected with ethyl acetate. The extract was washed with saturated brine, dried with sodium sulfate, and conce... Starting materials: ClC1=CC=C(C=C1)NC1=NC=NC=2C=C(C(=C(C12)N)OC)OC (N4-(4-chloro-phenyl)-6,7-dimethoxy-quinazoline-4,5-diamine), C(=S)(N1C=NC=C1)N1C=NC=C1 (1,1′-thiocarbonyldiimidazole). Run in ClCCCl (1,2-dichloroethane). Reaction conditions: temperature 90 celsius, time 4 hour. Product: ClC1=CC=C(C=C1)N1C(NC=2C(=C(C=C3N=CN=C1C23)OC)OC)=S (3-(4-chloro-phenyl)-8,9-dimethoxy-1H,3H-1,3,4,6-tetraaza-phenalene-2-thione). As a reaction SMILES: [Cl:1][C:2]1[CH:7]=[CH:6][C:5]([NH:8][C:9]2[C:18]3[C:17]([NH2:19])=[C:16]([O:20][CH3:21])[C:15]([O:22][CH3:23])=[CH:14][C:13]=3[N:12]=[CH:11][N:10]=2)=[CH:4][CH:3]=1.[C:24](N1C=CN=C1)(N1C=CN=C1)=[S:25]>ClCCCl>[Cl:1][C:2]1[CH:3]=[CH:4][C:5]([N:8]2[C:9]3[C:18]4[C:13]([N:12]=[CH:11][N:10]=3)=[CH:14][C:15]([O:22][CH3:23])=[C:16]([O:20][CH3:21])[C:17]=4[NH:19][C:24]2=[S:25])=[CH:6][CH:7]=1. Procedure: To a solution of N4-(4-chloro-phenyl)-6,7-dimethoxy-quinazoline-4,5-diamine (120 mg, 0.36 mmol) (from Example 13, Step B, supra) in 1,2-dichloroethane (30 mL) was added 1,1′-thiocarbonyldiimidazole (0.65 g, 3.63 mmol) (Aldrich). The reaction mixture was heated with stirring at 90° C. for 4 hours. The solvents were evaporated and the residue was purified by chromatography using EtOAc/CH2Cl2/Et3N (1:3:0.05) as eluent to give the desired 3-(4-chloro-phenyl)-8,9-dimethoxy-1H,3H-1,3,4,6-tetraaza-phen...